Dataset: the Open Reaction Database (ORD), a public repository of structured organic reaction records. Task: describe an organic reaction: reactants, conditions, products, and yield Starting materials: CC(C=O)(CC#CCC)C (2,2-dimethyl-hept-4-ynal), FC1=CC=C(C=C1)N1CCN(CC1)S(=O)(=O)C (1-(4-fluorophenyl)-4-(methylsulfonyl)piperazine), FC1=CC=C(C=C1)N1CCN(CC1)S(=O)(=O)C (1-(4-fluorophenyl)-4-(methylsulfonyl)piperazine). Product: CC(/C=C/S(=O)(=O)N1CCN(CC1)C1=CC=C(C=C1)F)(CC#CCC)C (1-{[(1E)-3,3-dimethyloct-1-en-5-yn-1-yl]sulfonyl}-4-(4-fluoro phenyl)piperazine), powder. Isolated yield 61.0%. Reaction SMILES: [F:1][C:2]1[CH:7]=[CH:6][C:5]([N:8]2[CH2:13][CH2:12][N:11]([S:14]([CH3:17])(=[O:16])=[O:15])[CH2:10][CH2:9]2)=[CH:4][CH:3]=1.[CH3:18][C:19]([CH3:27])([CH2:22][C:23]#[C:24][CH2:25][CH3:26])[CH:20]=O>>[CH3:18][C:19]([CH3:27])([CH2:22][C:23]#[C:24][CH2:25][CH3:26])/[CH:20]=[CH:17]/[S:14]([N:11]1[CH2:12][CH2:13][N:8]([C:5]2[CH:4]=[CH:3][C:2]([F:1])=[CH:7][CH:6]=2)[CH2:9][CH2:10]1)(=[O:15])=[O:16]. Procedure details: The title compound was prepared, following procedure described in Example 1, step a), but starting from 1-(4-fluorophenyl)-4-(methylsulfonyl)piperazine (Intermediate B1, 855 mg; 3.31 mmol) and of 2,2-dimethyl-hept-4-ynal, 457 mg; 3.31 mmol), as a white powder (764 mg, 61% yield). HPLC, Rt: 4.75 min (purity: 97.7%). LC/MS, M+(ESI): 379.4, 1H NMR (DMSO-d6) δ: 6.97-6.82 (m, 4H), 6.74 (d, J=15.4 Hz, 1H), 6.07 (d, J=14.9 Hz, 3.26 (m, 4H), 3.15 (m, 4H), 2.21 (m, 2H), 2.01-2.16 (m, 2H), 1.15 (s, 6H), 1... The reactants are Ice water, ClC1=CC(=C(C=C1)C=1N(N=CC1C(=O)OCC)C)C(C1=C(C=CC=C1)F)OC (3-[4-chloro-2-(2-fluoro-α-methoxy-benzyl)-phenyl]-4-ethoxycarbonyl-2-methyl-pyrazole), B(Cl)(Cl)Cl (boron trichloride). The solvent is C(Cl)Cl (methylene chloride), C(Cl)Cl (methylene chloride). Run at time 16 hour. Product: ClC1=CC(=C(C=C1)C=1N(N=CC1C(=O)OCC)C)C(C1=C(C=CC=C1)F)Cl (3-[4-chloro-2-(α-chloro-2-fluoro-benzyl)phenyl]-4-ethoxycarbonyl-2-methyl-pyrazole). RXN SMILES: [Cl:1][C:2]1[CH:7]=[CH:6][C:5]([C:8]2[N:9]([CH3:18])[N:10]=[CH:11][C:12]=2[C:13]([O:15][CH2:16][CH3:17])=[O:14])=[C:4]([CH:19](OC)[C:20]2[CH:25]=[CH:24][CH:23]=[CH:22][C:21]=2[F:26])[CH:3]=1.B(Cl)(Cl)[Cl:30]>C(Cl)Cl>[Cl:1][C:2]1[CH:7]=[CH:6][C:5]([C:8]2[N:9]([CH3:18])[N:10]=[CH:11][C:12]=2[C:13]([O:15][CH2:16][CH3:17])=[O:14])=[C:4]([CH:19]([Cl:30])[C:20]2[CH:25]=[CH:24][CH:23]=[CH:22][C:21]=2[F:26])[CH:3]=1. Procedure details: To a solution of 20.1 g of 3-[4-chloro-2-(2-fluoro-α-methoxy-benzyl)-phenyl]-4-ethoxycarbonyl-2-methyl-pyrazole in 250 ml methylene chloride is added 54 ml of a 1.4 molar boron trichloride solution in methylene chloride, and the mixture is stirred during 16 hours. Ice/water is then added; the organic layer separated, washed with a saturated solution of sodium chloride and dried over anhydrous sodium sulfate. The aqueous layers are reextracted with methylene chloride. After removal of the solvent... Reactants: [Al+3], ClC(Cl)(Cl)Cl, CC(C)(C(=O)O)c1ccccc1, [Cl-], [Cl-], [Cl-], O=C(Cl)CCCCl, NC(=O)N1CCCC1, O. The product is CC(C)(C(=O)O)c1ccc(C(=O)CCCCl)cc1, NC(=O)N1CCCC1. Reaction SMILES: [Al+3:2].[C:32]([Cl:33])([Cl:34])([Cl:35])[Cl:36].[CH3:12][C:13]([C:14](=[O:15])[OH:16])([CH3:17])[c:18]1[cH:19][cH:20][cH:21][cH:22][cH:23]1.[Cl-:1].[Cl-:3].[Cl-:4].[Cl:5][CH2:6][CH2:7][CH2:8][C:9](=[O:10])[Cl:11].[N:24]1([C:29](=[O:30])[NH2:31])[CH2:25][CH2:26][CH2:27][CH2:28]1.[OH2:37]>>[Cl:5][CH2:6][CH2:7][CH2:8][C:9](=[O:10])[c:21]1[cH:20][cH:19][c:18]([C:13]([CH3:12])([C:14](=[O:15])[OH:16])[CH3:17])[cH:23][cH:22]1.[N:24]1([C:29](=[O:30])[NH2:31])[CH2:25][CH2:26][CH2:27][CH2:28]1. Starting materials: CC1C(NC2=C(O1)C=CC(=C2)CC2CCN(CC2)C2=CC=C(C(=O)OCC)C=C2)=O (Ethyl 4-(4-((2-methyl-3-oxo-3,4-dihydro-2H-benzo[b][1,4]oxazin-6-yl)methyl)piperidin-1-yl)benzoate), Cl.C(C)N (ethylamine hydrochloride), amine, carboxylic esters, carboxylic acid, carboxylic acid. The product is C(C)NC(C1=CC=C(C=C1)N1CCC(CC1)CC1=CC2=C(OC(C(N2)=O)C)C=C1)=O (N-Ethyl-4-(4-((2-methyl-3-oxo-3,4-dihydro-2H-benzo[b][1,4]oxazin-6-yl)methyl)piperidin-1-yl)benzamide). RXN SMILES: [CH3:1][CH:2]1[O:7][C:6]2[CH:8]=[CH:9][C:10]([CH2:12][CH:13]3[CH2:18][CH2:17][N:16]([C:19]4[CH:29]=[CH:28][C:22]([C:23](OCC)=[O:24])=[CH:21][CH:20]=4)[CH2:15][CH2:14]3)=[CH:11][C:5]=2[NH:4][C:3]1=[O:30].Cl.[CH2:32]([NH2:34])[CH3:33]>>[CH2:32]([NH:34][C:23](=[O:24])[C:22]1[CH:21]=[CH:20][C:19]([N:16]2[CH2:15][CH2:14][CH:13]([CH2:12][C:10]3[CH:9]=[CH:8][C:6]4[O:7][CH:2]([CH3:1])[C:3](=[O:30])[NH:4][C:5]=4[CH:11]=3)[CH2:18][CH2:17]2)=[CH:29][CH:28]=1)[CH3:33] |f:1.2|. Procedure details: Saponification of 390D was performed using the general procedure for hydrolysis of carboxylic esters. The resulting carboxylic acid and ethylamine hydrochloride were used in the general procedure for coupling an amine to a carboxylic acid to give the title compound as a pinkish, tan solid. 1H NMR (400 MHz, DMSO-d6) δ ppm 1.09 (t, J=7.20 Hz, 3H) 1.13-1.31 (m, 2H) 1.40 (d, J=6.82 Hz, 3H) 1.56-1.72 (m, 3H) 2.44 (d, J=6.82 Hz, 2H) 2.62-2.78 (m, 2H) 3.17-3.29 (m, 2H) 3.76-3.89 (m, 2 H) 4.61 (q, J=6.8... The reactants are O=C(O)CCCCCCCBr, CCO, Cl, [Na+], [OH-], O, Oc1ccccc1. The product is O=C(O)CCCCCCCOc1ccccc1. Reaction SMILES: [Br:10][CH2:11][CH2:12][CH2:13][CH2:14][CH2:15][CH2:16][CH2:17][C:18](=[O:19])[OH:20].[CH3:22][CH2:23][OH:24].[ClH:21].[Na+:9].[OH-:8].[OH2:25].[OH:1][c:2]1[cH:3][cH:4][cH:5][cH:6][cH:7]1>>[O:1]([c:2]1[cH:3][cH:4][cH:5][cH:6][cH:7]1)[CH2:11][CH2:12][CH2:13][CH2:14][CH2:15][CH2:16][CH2:17][C:18](=[O:19])[OH:20]. Reactants: CN(C)C=O, CC(C)NC(C)C, CN1Cc2c(-c3noc(CCl)n3)ncn2-c2cccc(Cl)c2C1=O. Product: CC(C)N(Cc1nc(-c2ncn3c2CN(C)C(=O)c2c(Cl)cccc2-3)no1)C(C)C. As a reaction SMILES: [CH3:32][N:33]([CH3:34])[CH:35]=[O:36].[CH:25]([CH3:26])([CH3:27])[NH:28][CH:29]([CH3:30])[CH3:31].[Cl:1][c:2]1[cH:3][cH:4][cH:5][c:6]2[c:7]1[C:8](=[O:24])[N:9]([CH3:23])[CH2:10][c:11]1[n:12]-2[cH:13][n:14][c:15]1-[c:16]1[n:17][o:18][c:19]([CH2:21][Cl:22])[n:20]1>>[Cl:1][c:2]1[cH:3][cH:4][cH:5][c:6]2[c:7]1[C:8](=[O:24])[N:9]([CH3:23])[CH2:10][c:11]1[n:12]-2[cH:13][n:14][c:15]1-[c:16]1[n:17][o:18][c:19]([CH2:21][N:28]([CH:25]([CH3:26])[CH3:27])[CH:29]([CH3:30])[CH3:31])[n:20]1. Reaction SMILES: ClC(Cl)(Cl)[C:3]([C:5]1[N:14]2[C:8]([CH2:9][N:10]([C:19]([C:21]3[CH:26]=[CH:25][C:24]([C:27]4[CH:32]=[CH:31][CH:30]=[CH:29][C:28]=4[CH3:33])=[C:23]([CH3:34])[CH:22]=3)=[O:20])[C:11]3[CH:18]=[CH:17][CH:16]=[CH:15][C:12]=3[CH2:13]2)=[CH:7][CH:6]=1)=[O:4].[Cl:37][C:38]1[CH:45]=[CH:44][C:41]([CH2:42][NH2:43])=[CH:40][CH:39]=1>>[Cl:37][C:38]1[CH:45]=[CH:44][C:41]([CH2:42][NH:43][C:3]([C:5]2[N:14]3[C:8]([CH2:9][N:10]([C:19]([C:21]4[CH:26]=[CH:25][C:24]([C:27]5[CH:32]=[CH:31][CH:30]=[CH:29][C:28]=5[CH3:33])=[C:23]([CH3:34])[CH:22]=4)=[O:20])[C:11]4[CH:18]=[CH:17][CH:16]=[CH:15][C:12]=4[CH2:13]3)=[CH:7][CH:6]=2)=[O:4])=[CH:40][CH:39]=1. Starting materials: ClC(C(=O)C1=CC=C2CN(C3=C(CN21)C=CC=C3)C(=O)C3=CC(=C(C=C3)C3=C(C=CC=C3)C)C)(Cl)Cl (2,2,2-Trichloro-1-{10-[(2,2′-dimethyl-1,1′-biphenyl-4-yl)carbonyl]-10,11-dihydro-5H-pyrrolo[2,1-c][1,4]benzodiazepin-3-yl}ethanone), ClC1=CC=C(CN)C=C1 (4-chlorobenzylamine). Procedure details: The title compound was synthesized in the manner of Example 13 from 2,2,2-trichloro-1-{10-[(2,2′-dimethyl-1,1′-biphenyl-4-yl)carbonyl]-10,11-dihydro-5H-pyrrolo[2,1-c][1,4]benzodiazepin-3-yl}ethanone of Example 6 and 4-chlorobenzylamine, m.p. 196-197° C. MS [(+)ESI, m/z]: 558 [M+H]+ Product: ClC1=CC=C(CNC(=O)C2=CC=C3CN(C4=C(CN32)C=CC=C4)C(=O)C4=CC(=C(C=C4)C4=C(C=CC=C4)C)C)C=C1 (N-(4-CHLOROBENZYL)-10-[(2,2′-DIMETHYL-1,1′-BIPHENYL-4-YL)CARBONYL]-10,11-DIHYDRO-5H-PYRROLO[2,1-C][1,4]BENZODIAZEPINE-3-CARBOXAMIDE). The reactants are BrC1=C(C#N)C=CC(=C1)C (2-bromo-4-methylbenzonitrile), C(#N)[Cu] (CuCN), [NH4+].[OH-] (NH4OH). Solvent: CN1CCCC1=O (NMP). Reaction conditions: temperature 0 celsius, time 30 minute. Yields the product NC1=C(C#N)C=CC(=C1)C (2-amino-4-methylbenzonitrile). Isolated yield 87.7%. RXN SMILES: Br[C:2]1[CH:9]=[C:8]([CH3:10])[CH:7]=[CH:6][C:3]=1[C:4]#[N:5].C([Cu])#[N:12].[NH4+].[OH-]>CN1C(=O)CCC1>[NH2:12][C:2]1[CH:9]=[C:8]([CH3:10])[CH:7]=[CH:6][C:3]=1[C:4]#[N:5] |f:2.3|. Procedure details: A solution of 2-bromo-4-methylbenzonitrile (2.0 g, 10.7 mmol) and CuCN (1.92 g, 21.4 mmol) in NMP (10 mL) was reacted in a microwave for 20 min at 200° C. Upon completion the reaction was cooled to 0° C., and 15% aqueous NH4OH (215 mL) was slowly added. The mixture was stirred at rt for 30 min, then extracted with CH2Cl2. The organic layer was washed with H2O, brine, dried over MgSO4, filtered and concentrated. The residue was purified by flash chromatography (3:1 Hexane:EtOAc) to provide 2-amin...